This data is from the Open Reaction Database (ORD), a public repository of structured organic reaction records. The task is: describe an organic reaction: reactants, conditions, products, and yield Starting materials: COC1=CC=C(C=C1)NC(=O)[C@]1(OC1)C ((S)—N-(4-Methoxyphenyl)-2-methyloxirane-2-carboxamide), CC1=CC=C(C=C1)O (4-methylphenol), C(=O)([O-])[O-].[K+].[K+] (K2CO3). The solvent is C(C)(C)O (isopropanol). Yields the product O[C@](C(=O)NC1=CC=C(C=C1)OC)(COC1=CC=C(C=C1)OC)C ((S)-2-hydroxy-3-(4-methoxyphenoxy)-N-(4-methoxyphenyl)-2-methylpropanamide). The yield is 98.8%. Reaction SMILES: [CH3:1][O:2][C:3]1[CH:8]=[CH:7][C:6]([NH:9][C:10]([C@:12]2([CH3:15])[CH2:14][O:13]2)=[O:11])=[CH:5][CH:4]=1.C[C:17]1[CH:22]=[CH:21][C:20]([OH:23])=[CH:19][CH:18]=1.[C:24]([O-:27])([O-])=O.[K+].[K+]>C(O)(C)C>[OH:13][C@@:12]([CH3:15])([CH2:14][O:23][C:20]1[CH:19]=[CH:18][C:17]([O:27][CH3:24])=[CH:22][CH:21]=1)[C:10]([NH:9][C:6]1[CH:7]=[CH:8][C:3]([O:2][CH3:1])=[CH:4][CH:5]=1)=[O:11] |f:2.3.4|. Procedure: (S)—N-(4-Methoxyphenyl)-2-methyloxirane-2-carboxamide (0.50 g, 2.41 mmol), 4-methylphenol (0.39 g, 3.14 mmol) and K2CO3 (0.67 g, 4.82 mmol) were placed in a 250 mL round-bottomed flask fitted with a stirring bar. 100 mL of isopropanol was added at room temperature. The reaction solution was heated to reflux for 3 hours. The solvent was removed under reduced pressure. The residue was purified by flash column chromatography (silica gel, EtOAc/hexanes=2/3 v/v) to give a white solid product, (S)-2-h... RXN SMILES: [C@@H:1]12[C:7](=[O:8])[NH:6][C@@H:5]1[CH2:4][CH2:3][NH:2]2.[C:9]1([N:15]=[C:16]=[O:17])[CH:14]=[CH:13][CH:12]=[CH:11][CH:10]=1>C(Cl)(Cl)Cl.C(N(CC)CC)C>[O:8]=[C:7]1[C@@H:1]2[C@@H:5]([CH2:4][CH2:3][N:2]2[C:16](=[O:17])[NH:15][C:9]2[CH:14]=[CH:13][CH:12]=[CH:11][CH:10]=2)[NH:6]1. Yields the product O=C1N[C@@H]2CCN([C@H]12)C(NC1=CC=CC=C1)=O ((1S,5R)-7-Oxo-2-(phenylcarbamoyl)-2,6-diazabicyclo[3.2.0]heptane). The reactants are [C@@H]12NCC[C@H]2NC1=O ((1S,5R)-2,6-diazabicyclo[3.2.0]heptan-7-one), C1(=CC=CC=C1)N=C=O (Phenyl isocyanate). Procedure details: 100 mg (0.89 mmol) of (1S,5R)-2,6-diazabicyclo[3.2.0]heptan-7-one were dissolved in 5 ml of chloroform and heated to boiling under reflux. Phenyl isocyanate (0.1 ml, 0.89 mmol) and 1 drop of triethylamine were added thereto and the mixture was left to react at the boiling temperature for 1 hour. After concentration the residue was chromatographed over silica gel (0.063-0.2 mm particle size) with ethyl acetate:ethanol=3:2. Solvent: C(Cl)(Cl)Cl (chloroform). Reagents/catalysts: C(C)N(CC)CC (triethylamine). Starting materials: CC(=O)O, Cc1c(F)ccc([N+](=O)[O-])c1F. Yields the product Cc1c(F)ccc(N)c1F. Reaction SMILES: [CH3:13][C:14](=[O:15])[OH:16].[F:1][c:2]1[c:3]([CH3:12])[c:4]([F:11])[cH:5][cH:6][c:7]1[N+:8]([O-:9])=[O:10]>>[F:1][c:2]1[c:3]([CH3:12])[c:4]([F:11])[cH:5][cH:6][c:7]1[NH2:8]. The reactants are ClC1=C2C(=CN=CC2=CC=C1OC)CC(=O)O ((5-chloro-6-methoxy-isoquinolin-4-yl)-acetic acid). The solvent is [OH-].[Na+] (sodium hydroxide). Run at time 20 hour. Yields the product COC=1C=C2C(=CN=CC2=CC1)CC(=O)O ((6-methoxy-isoquinolin-4-yl)-acetic acid). RXN SMILES: Cl[C:2]1[C:11]([O:12][CH3:13])=[CH:10][CH:9]=[C:8]2[C:3]=1[C:4]([CH2:14][C:15]([OH:17])=[O:16])=[CH:5][N:6]=[CH:7]2>[OH-].[Na+]>[CH3:13][O:12][C:11]1[CH:2]=[C:3]2[C:8](=[CH:9][CH:10]=1)[CH:7]=[N:6][CH:5]=[C:4]2[CH2:14][C:15]([OH:17])=[O:16] |f:1.2|. Procedure: N-Chlorosuccinimide (0.347 g, 2.60 mmol) is added to a solution of 6-methoxyisoquinoline (Synth. Commun. 1999, 29, 1617) (0.207 g, 1.30 mmol) in acetic acid (9m1). The reaction is heated at 50° C. for 3 hours, cooled to ambient temperature, evaporated and partitioned between ethyl acetate and 1M aqueous sodium hydroxide. The organic phase is washed with water and brine, dried over magnesium sulfate and evaporated afford 5-chloro-6-methoxyisoquinoline, [MH]+ 194. A solution of this intermediate (... The reactants are BrC1=C(N=CS1)C(=O)OCC (ethyl 5-bromothiazole-4-carboxylate), CN1N=CC(=C1)B1OC(C(O1)(C)C)(C)C (1-methyl-4-(4,4,5,5-tetramethyl-1,3,2-dioxaborolan-2-yl)-1H-pyrazole), O (water), C(=O)([O-])[O-].[Na+].[Na+] (Na2CO3). Reagents/catalysts: C=1C=CC(=CC1)[P](C=2C=CC=CC2)(C=3C=CC=CC3)[Pd]([P](C=4C=CC=CC4)(C=5C=CC=CC5)C=6C=CC=CC6)([P](C=7C=CC=CC7)(C=8C=CC=CC8)C=9C=CC=CC9)[P](C=1C=CC=CC1)(C=1C=CC=CC1)C=1C=CC=CC1 (Pd(PPh3)4). Run in O1CCOCC1 (dioxane). Product: CN1N=CC(=C1)C1=C(N=CS1)C(=O)OCC (ethyl 5-(1-methyl-1H-pyrazol-4-yl)-1,3-thiazole-4-carboxylate). As a reaction SMILES: Br[C:2]1[S:6][CH:5]=[N:4][C:3]=1[C:7]([O:9][CH2:10][CH3:11])=[O:8].[CH3:12][N:13]1[CH:17]=[C:16](B2OC(C)(C)C(C)(C)O2)[CH:15]=[N:14]1.C([O-])([O-])=O.[Na+].[Na+].O>O1CCOCC1.C1C=CC([P]([Pd]([P](C2C=CC=CC=2)(C2C=CC=CC=2)C2C=CC=CC=2)([P](C2C=CC=CC=2)(C2C=CC=CC=2)C2C=CC=CC=2)[P](C2C=CC=CC=2)(C2C=CC=CC=2)C2C=CC=CC=2)(C2C=CC=CC=2)C2C=CC=CC=2)=CC=1>[CH3:12][N:13]1[CH:17]=[C:16]([C:2]2[S:6][CH:5]=[N:4][C:3]=2[C:7]([O:9][CH2:10][CH3:11])=[O:8])[CH:15]=[N:14]1 |f:2.3.4,^1:43,45,64,83|. Procedure details: To a suspension of ethyl 5-bromothiazole-4-carboxylate, 1-methyl-4-(4,4,5,5-tetramethyl-1,3,2-dioxaborolan-2-yl)-1H-pyrazole and Pd(PPh3)4 in dioxane was added a 2 M aqueous Na2CO3 solution, followed by heating under reflux for 4 hours. To the reaction mixture was added water and the aqueous layer was extracted with EtOAc. The organic layer was dried over MgSO4 and then concentrated under reduced pressure. The residue was purified by silica gel chromatography (hexane:EtOAc) to obtain ethyl 5-(1-... The reactants are C1CCOC1 (THF), ClC=1C=C(C=CC1)O (m-Chlorophenol), ClC1=NC=NC2=CC(=C(C=C12)OC)OC (4-Chloro-6,7-dimethoxyquinazoline). The solvent is CCOC(=O)C (EtOAc). The product is COC=1C=C2C=NC=NC2=CC1OC (6,7-dimethoxyquinazoline). RXN SMILES: C1COCC1.ClC1C=C(O)C=CC=1.Cl[C:15]1[C:24]2[C:19](=[CH:20][C:21]([O:27][CH3:28])=[C:22]([O:25][CH3:26])[CH:23]=2)[N:18]=[CH:17][N:16]=1>CCOC(C)=O>[CH3:26][O:25][C:22]1[CH:23]=[C:24]2[C:19](=[CH:20][C:21]=1[O:27][CH3:28])[N:18]=[CH:17][N:16]=[CH:15]2. Reported procedure: THF (5 ml) and Nail (60% disp in oil, approx. 28 mg) is added to a dry flask maintained under inert atmosphere at room temperature. m-Chlorophenol (0.09 g) is added as a soln. in THP (1 mL) and stirring is continued until the solution became clear. 4-Chloro-6,7-dimethoxyquinazoline is added all at once (as the solid) and stirring was maintained overnight at RT. The solution is partitioned between CH2CL2 and 5% NaOH. The organic layer is washed with, brine, dried (Na2SO4) and concentrated. Flash ... Yields the product CC(=O)Cc1ccc(O)cc1. RXN SMILES: [BrH:13].[CH3:14][C:15](=[O:16])[OH:17].[CH3:1][O:2][c:3]1[cH:4][cH:5][c:6]([CH2:9][C:10]([CH3:11])=[O:12])[cH:7][cH:8]1>>[OH:2][c:3]1[cH:4][cH:5][c:6]([CH2:9][C:10]([CH3:11])=[O:12])[cH:7][cH:8]1. Reactants: Br, CC(=O)O, COc1ccc(CC(C)=O)cc1.